This data is from the Open Reaction Database (ORD), a public repository of structured organic reaction records. The task is: describe an organic reaction: reactants, conditions, products, and yield Starting materials: CC([O-])C.[Al+3].CC([O-])C.CC([O-])C (aluminum isopropoxide), COC=1CC=2CC[C@H]3[C@@H]4CC[C@@H]([C@@]4(C)CC[C@@H]3C2CC1)O (3-methoxyestra-2,5(10)-dien-17β-ol). Solvent: C1(=CC=CC=C1)C (toluene), C1(CCCCC1)=O (cyclohexanone), C1(=CC=CC=C1)C (toluene). The product is COC=1CC=2CC[C@H]3[C@@H]4CCC([C@@]4(C)CC[C@@H]3C2CC1)=O (3-methoxyestra-2,5(10)-dien-17-one). Isolated yield 88.1%. RXN SMILES: [CH3:1][O:2][C:3]1[CH2:4][C:5]2[CH2:6][CH2:7][C@@H:8]3[C@@H:17]([C:18]=2[CH2:19][CH:20]=1)[CH2:16][CH2:15][C@@:13]1([CH3:14])[C@H:9]3[CH2:10][CH2:11][C@@H:12]1[OH:21].CC(C)[O-].[Al+3].CC(C)[O-].CC(C)[O-]>C1(=O)CCCCC1.C1(C)C=CC=CC=1>[CH3:1][O:2][C:3]1[CH2:4][C:5]2[CH2:6][CH2:7][C@@H:8]3[C@@H:17]([C:18]=2[CH2:19][CH:20]=1)[CH2:16][CH2:15][C@@:13]1([CH3:14])[C@H:9]3[CH2:10][CH2:11][C:12]1=[O:21] |f:1.2.3.4|. Procedure details: Dissolve dl-3-methoxyestra-2,5(10)-dien-17β-ol (4 g) in cyclohexanone (40 ml) and toluene (140 ml) and add a solution of aluminum isopropoxide (4 g) in toluene (56 ml). Reflux in an atmosphere of nitrogen for two hours and cool. Add water (7.5 ml), shake, and then dry by adding sodium sulfate (10 g). Filter and evaporate under vacuum and recrystallize the residue from methanol to obtain dl-3-methoxyestra-2,5(10)-dien-17-one (3.5 g); m.p. 116°-118°; infrared absorption maxima at 5.76 μ, 5.9 μ, 6.... Reaction SMILES: [C:33](=[O:34])([OH:35])[O-:36].[CH2:5]([CH3:6])[O:7][c:8]1[c:9](-[c:14]2[n:15][n:16]3[c:17]([c:18](=[O:20])[nH:19]2)[c:21]([CH3:29])[n:22][c:23]3[CH:24]2[CH2:25][CH2:26][CH2:27][CH2:28]2)[cH:10][cH:11][cH:12][cH:13]1.[Cl:30][CH2:31][Cl:32].[F:38][C:39]([F:40])([F:41])[C:42]([OH:43])=[O:44].[Na+:37].[OH:1][N+:2]([O-:3])=[O:4]>>[O-:1][N+:2](=[O:4])[c:11]1[cH:10][c:9](-[c:14]2[n:15][n:16]3[c:17]([c:18](=[O:20])[nH:19]2)[c:21]([CH3:29])[n:22][c:23]3[CH:24]2[CH2:25][CH2:26][CH2:27][CH2:28]2)[c:8]([O:7][CH2:5][CH3:6])[cH:13][cH:12]1. Reactants: O=C([O-])O, CCOc1ccccc1-c1nn2c(C3CCCC3)nc(C)c2c(=O)[nH]1, ClCCl, O=C(O)C(F)(F)F, [Na+], O=[N+]([O-])O. Product: CCOc1ccc([N+](=O)[O-])cc1-c1nn2c(C3CCCC3)nc(C)c2c(=O)[nH]1.